This data is from the Open Reaction Database (ORD), a public repository of structured organic reaction records. The task is: describe an organic reaction: reactants, conditions, products, and yield Reactants: CC(=O)OC(C)=O, Cc1oc2c(NC(=O)c3c(Cl)cccc3Cl)cccc2c1CO, ClCCl, c1ccncc1. Yields the product CC(=O)OCc1c(C)oc2c(NC(=O)c3c(Cl)cccc3Cl)cccc12. Reaction SMILES: [CH3:24][C:25](=[O:26])[O:27][C:28](=[O:29])[CH3:30].[Cl:1][c:2]1[c:3]([C:4](=[O:5])[NH:6][c:7]2[cH:8][cH:9][cH:10][c:11]3[c:12]2[o:13][c:14]([CH3:18])[c:15]3[CH2:16][OH:17])[c:19]([Cl:23])[cH:20][cH:21][cH:22]1.[Cl:37][CH2:38][Cl:39].[cH:31]1[cH:32][cH:33][n:34][cH:35][cH:36]1>>[Cl:1][c:2]1[c:3]([C:4](=[O:5])[NH:6][c:7]2[cH:8][cH:9][cH:10][c:11]3[c:12]2[o:13][c:14]([CH3:18])[c:15]3[CH2:16][O:17][C:25]([CH3:24])=[O:26])[c:19]([Cl:23])[cH:20][cH:21][cH:22]1. Reactants: CC(C)(C)OC(=O)NC1CCC(COCc2ccccc2)C1, CCOCC, ClCCl, Cl, C1COCCO1. Product: NC1CCC(COCc2ccccc2)C1, Cl. RXN SMILES: [CH2:1]([c:2]1[cH:3][cH:4][cH:5][cH:6][cH:7]1)[O:8][CH2:9][CH:10]1[CH2:11][CH:12]([NH:15][C:16](=[O:17])[O:18][C:19]([CH3:20])([CH3:21])[CH3:22])[CH2:13][CH2:14]1.[CH3:33][CH2:34][O:35][CH2:36][CH3:37].[Cl:24][CH2:25][Cl:26].[ClH:23].[O:27]1[CH2:28][CH2:29][O:30][CH2:31][CH2:32]1>>[CH2:1]([c:2]1[cH:3][cH:4][cH:5][cH:6][cH:7]1)[O:8][CH2:9][CH:10]1[CH2:11][CH:12]([NH2:15])[CH2:13][CH2:14]1.[ClH:23]. Reactants: C1(CCCCC1)C1=CC=C(C=C1)N=C1NCCCN1 (2-(4-cyclohexylphenyl)imino-hexahydropyrimidine), [Cl-].[Zn+2].[Cl-] (zinc-chloride). Solvent: C(C)#N (acetonitrile), C(C)#N (acetonitrile). Yields the product [Cl-].[Zn+2].C1(CCCCC1)C1=CC=C(C=C1)N=C1NCCCN1.[Cl-] (2-(4-cyclohexylphenyl)imino-hexahydropyrimdine zinc chloride). Reaction SMILES: [CH:1]1([C:7]2[CH:12]=[CH:11][C:10]([N:13]=[C:14]3[NH:19][CH2:18][CH2:17][CH2:16][NH:15]3)=[CH:9][CH:8]=2)[CH2:6][CH2:5][CH2:4][CH2:3][CH2:2]1.[Cl-:20].[Zn+2:21].[Cl-]>C(#N)C>[Cl-:20].[Zn+2:21].[CH:1]1([C:7]2[CH:12]=[CH:11][C:10]([N:13]=[C:14]3[NH:15][CH2:16][CH2:17][CH2:18][NH:19]3)=[CH:9][CH:8]=2)[CH2:2][CH2:3][CH2:4][CH2:5][CH2:6]1.[Cl-:20] |f:1.2.3,5.6.7.8|. Procedure details: 10.3 g of 2-(4-cyclohexylphenyl)imino-hexahydropyrimidine are dissolved in 150 ml of warm acetonitrile. To this solution is added a warm solution of 2.7 g of zinc-chloride in acetonitrile. The solvent is then evaporated after which the 2-(4-cyclohexylphenyl)imino-hexahydropyrimidine zinc chloride complex is obtained. The complex is characterized by the I.R.-spectrum. Reactants: ClC=1C=C(C=NC1)OC[C@H]1N(CC1)C(=O)OC(C)(C)C (5-chloro-3-(N-t-butoxycarbonyl-2-(S)-azetidinylmethoxy)pyridine), Cl (HCl). Yields the product Cl.Cl.ClC=1C=C(C=NC1)OC[C@H]1NCC1 (5-chloro-3-(2-(S)-azetidinylmethoxy)pyridine dihydrochloride). Isolated yield 80.0%. Reaction SMILES: [Cl:1][C:2]1[CH:3]=[C:4]([O:8][CH2:9][C@@H:10]2[CH2:13][CH2:12][N:11]2C(OC(C)(C)C)=O)[CH:5]=[N:6][CH:7]=1.[ClH:21]>>[ClH:1].[ClH:21].[Cl:1][C:2]1[CH:3]=[C:4]([O:8][CH2:9][C@@H:10]2[CH2:13][CH2:12][NH:11]2)[CH:5]=[N:6][CH:7]=1 |f:2.3.4|. Procedure details: The compound from step 39a (0.130 g, 0.44 mmol) was treated with saturated ethanolic HCl (5 mL) for 16 hr. The volatiles were removed in vacuo, and the dihydrochloride was recrystallized (EtOH/Et2O) to yield the title compound (0.094 g, 80%) as a white solid. mp 158-157° C. MS (DCI/NH3) m/e: 199 (M+H)+, 216 (M+NH4)+. 1H NMR (D2O, 300 MHz) d: 8.41 (d, J=5.1 Hz, 1H), 8.39 (d, J=4.4 Hz, 1H), 7.94 (t, J=2.1 Hz, 1H), 5.01-4.93 (m, 1H), 4.50 (d, J=4.0 Hz, 2H), 4.20-4.03 (m, 2H), 2.69 (q, J=8.45 Hz, 2H... Reactants: CCCc1nc2c(C)cc(-c3coc(-c4ccccc4)n3)cc2n1Cc1ccc(-c2ccccc2C(=O)OC(C)(C)C)cc1, ClCCl, O=C(O)C(F)(F)F. Product: CCCc1nc2c(C)cc(-c3coc(-c4ccccc4)n3)cc2n1Cc1ccc(-c2ccccc2C(=O)O)cc1. RXN SMILES: [CH2:1]([CH2:2][CH3:3])[c:4]1[n:5][c:6]2[c:7]([n:8]1[CH2:9][c:10]1[cH:11][cH:12][c:13](-[c:16]3[c:17]([C:22](=[O:23])[O:24][C:25]([CH3:26])([CH3:27])[CH3:28])[cH:18][cH:19][cH:20][cH:21]3)[cH:14][cH:15]1)[cH:29][c:30](-[c:34]1[n:35][c:36](-[c:39]3[cH:40][cH:41][cH:42][cH:43][cH:44]3)[o:37][cH:38]1)[cH:31][c:32]2[CH3:33].[CH2:52]([Cl:53])[Cl:54].[OH:45][C:46]([C:47]([F:48])([F:49])[F:50])=[O:51]>>[CH2:1]([CH2:2][CH3:3])[c:4]1[n:5][c:6]2[c:7]([n:8]1[CH2:9][c:10]1[cH:11][cH:12][c:13](-[c:16]3[c:17]([C:22](=[O:23])[OH:24])[cH:18][cH:19][cH:20][cH:21]3)[cH:14][cH:15]1)[cH:29][c:30](-[c:34]1[n:35][c:36](-[c:39]3[cH:40][cH:41][cH:42][cH:43][cH:44]3)[o:37][cH:38]1)[cH:31][c:32]2[CH3:33]. The reactants are CC1(C)C(C(=O)c2c[nH]c3cc(OCc4ccccc4)c(OCc4ccccc4)cc23)C1(C)C, CS(=O)(=O)OCC1CCOCC1, [H-], [Na+], CN(C)C=O. Yields the product CC1(C)C(C(=O)c2cn(CC3CCOCC3)c3cc(OCc4ccccc4)c(OCc4ccccc4)cc23)C1(C)C. Reaction SMILES: [CH2:1]([c:2]1[cH:3][cH:4][cH:5][cH:6][cH:7]1)[O:8][c:9]1[cH:10][c:11]2[c:12]([C:26](=[O:27])[CH:28]3[C:29]([CH3:33])([CH3:34])[C:30]3([CH3:31])[CH3:32])[cH:13][nH:14][c:15]2[cH:16][c:17]1[O:18][CH2:19][c:20]1[cH:21][cH:22][cH:23][cH:24][cH:25]1.[CH3:35][S:36]([O:37][CH2:40][CH:41]1[CH2:42][CH2:43][O:44][CH2:45][CH2:46]1)(=[O:38])=[O:39].[H-:48].[Na+:47].[O:49]=[CH:50][N:51]([CH3:52])[CH3:53]>>[CH2:1]([c:2]1[cH:3][cH:4][cH:5][cH:6][cH:7]1)[O:8][c:9]1[cH:10][c:11]2[c:12]([C:26](=[O:27])[CH:28]3[C:29]([CH3:33])([CH3:34])[C:30]3([CH3:31])[CH3:32])[cH:13][n:14]([CH2:40][CH:41]3[CH2:42][CH2:43][O:44][CH2:45][CH2:46]3)[c:15]2[cH:16][c:17]1[O:18][CH2:19][c:20]1[cH:21][cH:22][cH:23][cH:24][cH:25]1.